Dataset: the Open Reaction Database (ORD), a public repository of structured organic reaction records. Task: describe an organic reaction: reactants, conditions, products, and yield Reactants: SC1=NNC=N1 (3-mercapto-1,2,4-triazole), CN1N=NN=C1SC1=C/C(/C2=CC=CC=C2C1=O)=N\S(=O)(=O)C1=CC=C(C=C1)C1=CC=CC=C1 ((E)-N-(3-(1-methyl-1H-tetrazol-5-ylthio)-4-oxonaphthalen-1(4H)-ylidene)biphenyl-4-sulfonamide), ClC1=CC=C(C=C1)S(=O)(=O)/N=C/1\C=C(C(C2=CC=CC=C12)=O)Cl ((E)-4-chloro-N-(3-chloro-4-oxonaphthalen-1(4H)-ylidene)-benzenesulfonamide). Yields the product N1N=C(N=C1)SC1=C/C(/C2=CC=CC=C2C1=O)=N\S(=O)(=O)C1=CC=C(C=C1)Cl ((E)-N-(3-(1H-1,2,4-triazol-3-ylthio)-4-oxonaphthalen-1(4H)-ylidene)-4-chlorobenzenesulfonamide), CN1N=NN=C1SC1=C/C(/C2=CC=CC=C2C1=O)=N\S(=O)(=O)C1=CC=C(C=C1)C1=CC=CC=C1 ((E)-N-(3-(1-methyl-1H-tetrazol-5-ylthio)-4-oxonaphthalen-1(4H)-ylidene)biphenyl-4-sulfonamide). Isolated yield 57.4%. Reaction SMILES: [CH3:1][N:2]1[C:6]([S:7][C:8]2[C:17](=[O:18])[C:16]3[C:11](=[CH:12][CH:13]=[CH:14][CH:15]=3)/[C:10](=[N:19]/[S:20]([C:23]3[CH:28]=[CH:27][C:26]([C:29]4[CH:34]=[CH:33][CH:32]=[CH:31][CH:30]=4)=[CH:25][CH:24]=3)(=[O:22])=[O:21])/[CH:9]=2)=[N:5][N:4]=[N:3]1.[Cl:35]C1C=CC(S(/N=C2\C=C(Cl)C(=O)C3C\2=CC=CC=3)(=O)=O)=CC=1.SC1N=CNN=1>>[NH:4]1[CH:1]=[N:2][C:6]([S:7][C:8]2[C:17](=[O:18])[C:16]3[C:11](=[CH:12][CH:13]=[CH:14][CH:15]=3)/[C:10](=[N:19]/[S:20]([C:23]3[CH:28]=[CH:27][C:26]([Cl:35])=[CH:25][CH:24]=3)(=[O:21])=[O:22])/[CH:9]=2)=[N:5]1.[CH3:1][N:2]1[C:6]([S:7][C:8]2[C:17](=[O:18])[C:16]3[C:11](=[CH:12][CH:13]=[CH:14][CH:15]=3)/[C:10](=[N:19]/[S:20]([C:23]3[CH:28]=[CH:27][C:26]([C:29]4[CH:34]=[CH:33][CH:32]=[CH:31][CH:30]=4)=[CH:25][CH:24]=3)(=[O:21])=[O:22])/[CH:9]=2)=[N:5][N:4]=[N:3]1. Procedure details: (E)-N-(3-(1H-1,2,4-triazol-3-ylthio)-4-oxonaphthalen-1(4H)-ylidene)-4-chlorobenzenesulfonamide (13af) was prepared according to the procedure for 13x except using 12e and 3-mercapto-1,2,4-triazole, affording 43.8 mg (57.4%) title compound as a yellow solid. Starting materials: OC1=C(C=C(C(=C1)C)C)NC(OC1=CC=CC=C1)=O (Phenyl N-(2-hydroxy-4,5-dimethylphenyl)carbamate), ClC=1C=C(C=C(C1)Cl)N1CCNCC1 (1-(3,5-dichlorophenyl)piperazine). Yields the product OC1=C(C=C(C(=C1)C)C)NC(=O)N1CCN(CC1)C1=CC(=CC(=C1)Cl)Cl (1-[(2-hydroxy-4,5-dimethylphenyl)aminocarbonyl]-4-(3,5-dichlorophenyl)piperazine). Yield: 77.0%. RXN SMILES: [OH:1][C:2]1[CH:7]=[C:6]([CH3:8])[C:5]([CH3:9])=[CH:4][C:3]=1[NH:10][C:11](=[O:19])OC1C=CC=CC=1.[Cl:20][C:21]1[CH:22]=[C:23]([N:28]2[CH2:33][CH2:32][NH:31][CH2:30][CH2:29]2)[CH:24]=[C:25]([Cl:27])[CH:26]=1>>[OH:1][C:2]1[CH:7]=[C:6]([CH3:8])[C:5]([CH3:9])=[CH:4][C:3]=1[NH:10][C:11]([N:31]1[CH2:30][CH2:29][N:28]([C:23]2[CH:22]=[C:21]([Cl:20])[CH:26]=[C:25]([Cl:27])[CH:24]=2)[CH2:33][CH2:32]1)=[O:19]. Procedure: Phenyl N-(2-hydroxy-4,5-dimethylphenyl)carbamate and 1-(3,5-dichlorophenyl)piperazine were reacted by the same way with the example 228 to obtain the titled compound. The reactants are C(C1=CC=CC=C1)[C@H]1N(CC[C@@H](C1)N(C(C(F)(F)F)=O)CC1=CC=NC2=CC=CC=C12)C(CC1=CC2=CC=CC=C2C=C1)=O ((2R*,4S*)-2-benzyl-1-(2-naphthylacetyl)-N-(4-quinolylmethyl)-N-trifluoroacetyl-4-piperidinamine), [BH4-].[Na+] (sodium borohydride). Yields the product C(C1=CC=CC=C1)[C@H]1N(CC[C@@H](C1)NCC1=CC=NC2=CC=CC=C12)C(CC1=CC2=CC=CC=C2C=C1)=O ((2R*,4S*)-2-benzyl-1-(2-naphthylacetyl)-N-(4-quinolylmethyl)-4-piperidinamine). As a reaction SMILES: [CH2:1]([C@@H:8]1[CH2:13][C@@H:12]([N:14]([CH2:21][C:22]2[C:31]3[C:26](=[CH:27][CH:28]=[CH:29][CH:30]=3)[N:25]=[CH:24][CH:23]=2)C(=O)C(F)(F)F)[CH2:11][CH2:10][N:9]1[C:32](=[O:44])[CH2:33][C:34]1[CH:43]=[CH:42][C:41]2[C:36](=[CH:37][CH:38]=[CH:39][CH:40]=2)[CH:35]=1)[C:2]1[CH:7]=[CH:6][CH:5]=[CH:4][CH:3]=1.[BH4-].[Na+]>>[CH2:1]([C@@H:8]1[CH2:13][C@@H:12]([NH:14][CH2:21][C:22]2[C:31]3[C:26](=[CH:27][CH:28]=[CH:29][CH:30]=3)[N:25]=[CH:24][CH:23]=2)[CH2:11][CH2:10][N:9]1[C:32](=[O:44])[CH2:33][C:34]1[CH:43]=[CH:42][C:41]2[C:36](=[CH:37][CH:38]=[CH:39][CH:40]=2)[CH:35]=1)[C:2]1[CH:7]=[CH:6][CH:5]=[CH:4][CH:3]=1 |f:1.2|. Procedure: 160 mg (0.269 mmol) of (2R*,4S*)-2-benzyl-1-(2-naphthylacetyl)-N-(4-quinolylmethyl)-N-trifluoroacetyl-4-piperidinamine are reacted with 42 mg (1.13 mmol) of sodium borohydride in analogy to Example 2. The title compound ##STR38## is obtained as colourless oil. TLC: methylene chloride/methanol/conc. ammonia (700:50:1) Rf =0.27, FD-MS: M+ =499. Reactants: [C-]#N, CCOC(C)=O, [K+], O, O=CCCCCCCc1ccccc1. Yields the product N#CC(O)CCCCCCc1ccccc1. As a reaction SMILES: [C-:21]#[N:22].[CH3:1][CH2:2][O:3][C:4](=[O:5])[CH3:6].[K+:23].[OH2:24].[c:7]1([CH2:13][CH2:14][CH2:15][CH2:16][CH2:17][CH2:18][CH:19]=[O:20])[cH:8][cH:9][cH:10][cH:11][cH:12]1>>[c:7]1([CH2:13][CH2:14][CH2:15][CH2:16][CH2:17][CH2:18][CH:19]([OH:20])[C:21]#[N:22])[cH:8][cH:9][cH:10][cH:11][cH:12]1. Starting materials: C(C)(=O)OCC (ethyl acetate), FC=1C=C2C(=CC(=CC2=CC1)C(=O)O)O (6-fluoro-4-hydroxy-naphthalene-2-carboxylic acid), S(=O)(Cl)Cl (thionyl chloride). Solvent: hexanes, CO (MeOH). Product: COC(=O)C1=CC2=CC=C(C=C2C(=C1)O)F (6-fluoro-4-hydroxy-naphthalene-2-carboxylic acid methyl ester). The yield is 28.0%. RXN SMILES: [F:1][C:2]1[CH:3]=[C:4]2[C:9](=[CH:10][CH:11]=1)[CH:8]=[C:7]([C:12]([OH:14])=[O:13])[CH:6]=[C:5]2[OH:15].S(Cl)(Cl)=O.[C:20](OCC)(=O)C>CO>[CH3:20][O:13][C:12]([C:7]1[CH:6]=[C:5]([OH:15])[C:4]2[C:9](=[CH:10][CH:11]=[C:2]([F:1])[CH:3]=2)[CH:8]=1)=[O:14]. Reported procedure: To a solution of 6-fluoro-4-hydroxy-naphthalene-2-carboxylic acid (0.500 g, 2.42 mmol) in MeOH (10 mL) was added thionyl chloride (0.265 ml, 3.63 mmol) drop-wise at 0° C. and the resulting mixture was refluxed for 5 hours. Methanol was distilled off under reduced pressure, and the residue was diluted with water (5 mL) and extracted with ethyl acetate (2×10 mL). The combined organic extracts were washed with water (5 mL) followed by brine (5 mL), dried and concentrated under reduced pressure to o... Starting materials: C1(=CC=CC2=CC=CC=C12)CC[C@@H]1NCCNC1 ((S)-2-(2-naphthalen-1-yl-ethyl)-piperazine), C(C)N(C(C)C)C(C)C (N-ethyldiisopropylamine), CC1=CC=2C(=NC3=C(NC2S1)C=CC=C3)N (2-methyl-4H-3-thia-4,9-diaza-benzo[f]azulen-10-ylamine), C1(=CC=CC=C1)C (toluene). The solvent is CS(=O)C (DMSO), C(C)(=O)O (acetic acid), C(C)(=O)OCC (ethyl acetate), O (water). Conditions: temperature 105 celsius, time 48 hour. Product: CC1=CC=2C(=NC3=C(NC2S1)C=CC=C3)N3C[C@@H](NCC3)CCC3=CC=CC1=CC=CC=C31 ((S)-2-Methyl-10-[3-(2-naphthalen-1-yl-ethyl)-piperazin-1-yl]-4H-3-thia-4,9-diaza-benzo[f]azulene). Isolated yield 4.7%. Reaction SMILES: [C:1]1([CH2:11][CH2:12][C@H:13]2[CH2:18][NH:17][CH2:16][CH2:15][NH:14]2)[C:10]2[C:5](=[CH:6][CH:7]=[CH:8][CH:9]=2)[CH:4]=[CH:3][CH:2]=1.[CH3:19][C:20]1[S:29][C:28]2[NH:27][C:26]3[CH:30]=[CH:31][CH:32]=[CH:33][C:25]=3[N:24]=[C:23](N)[C:22]=2[CH:21]=1.C1(C)C=CC=CC=1.C(N(C(C)C)C(C)C)C>C(OCC)(=O)C.O.C(O)(=O)C.CS(C)=O>[CH3:19][C:20]1[S:29][C:28]2[NH:27][C:26]3[CH:30]=[CH:31][CH:32]=[CH:33][C:25]=3[N:24]=[C:23]([N:17]3[CH2:16][CH2:15][NH:14][C@@H:13]([CH2:12][CH2:11][C:1]4[C:10]5[C:5](=[CH:6][CH:7]=[CH:8][CH:9]=5)[CH:4]=[CH:3][CH:2]=4)[CH2:18]3)[C:22]=2[CH:21]=1. Reported procedure: Combine (S)-2-(2-naphthalen-1-yl-ethyl)-piperazine (686 mg, 2.85 mmol), 2-methyl-4H-3-thia-4,9-diaza-benzo[f]azulen-10-ylamine (654 mg, 2.85 mmol), toluene (5.7 mL), DMSO (1.4 mL) and glacial acetic acid (0.5 mL). Add N-ethyldiisopropylamine (2.0 mL). Heat at 105° C. After 48 h, cool to ambient temperature and dilute with ethyl acetate and water. Extract with ethyl acetate. Wash the extracts with water and brine, dry over sodium sulfate, filter and concentrate the filtrate. Purify by silica gel ... Reactants: CC(=O)OC(C)c1nnn(-c2cccc(C)c2)n1, [Li+], C1CCOC1, [OH-], O, O. Product: Cc1cccc(-n2nnc(C(C)O)n2)c1. Reaction SMILES: [C:4](=[O:5])([CH3:6])[O:7][CH:8]([CH3:9])[c:10]1[n:11][n:12][n:13](-[c:15]2[cH:16][c:17]([CH3:21])[cH:18][cH:19][cH:20]2)[n:14]1.[Li+:3].[O:23]1[CH2:24][CH2:25][CH2:26][CH2:27]1.[OH-:2].[OH2:1].[OH2:22]>>[OH:7][CH:8]([CH3:9])[c:10]1[n:11][n:12][n:13](-[c:15]2[cH:16][c:17]([CH3:21])[cH:18][cH:19][cH:20]2)[n:14]1. The reactants are C1(=CC=CC=C1)C1CC(CC(C1)=O)=O (5-phenylcyclohexane-1,3-dione), NCCC(C)O (4-aminobutan-2-ol), 4A. Solvent: O1CCCC1 (tetrahydrofuran). Run at temperature 150 celsius, time 5 hour. Product: C(C)C1=CNC=2CC(CC(C12)=O)C1=CC=CC=C1 (3-ethyl-6-phenyl-4,5,6,7-tetrahydroindol-4-one). The yield is 51.1%. Reaction SMILES: [C:1]1([CH:7]2[CH2:12][C:11](=O)[CH2:10][C:9](=[O:14])[CH2:8]2)[CH:6]=[CH:5][CH:4]=[CH:3][CH:2]=1.[NH2:15][CH2:16][CH2:17][CH:18](O)[CH3:19]>O1CCCC1>[CH2:18]([C:17]1[C:10]2[C:9](=[O:14])[CH2:8][CH:7]([C:1]3[CH:2]=[CH:3][CH:4]=[CH:5][CH:6]=3)[CH2:12][C:11]=2[NH:15][CH:16]=1)[CH3:19]. Reported procedure: A mixture of 5-phenylcyclohexane-1,3-dione (4.0 g), 4-aminobutan-2-ol (2.5 g), molecular sieves 4A (24 g) and tetrahydrofuran (60 ml) was refluxed for 13 hours and cooled, and insoluble materials were filtered off. Under reduced pressure, the solvent was evaporated, and the residue was dissolved in dimethylformamide (100 ml). To the solution were 2-bromomesitylene(4.2 g), tetrakistriphenylphosphine palladium (0.6 g) and potassium carbonate (5.9 g), and the mixture was stirred at 150° C. for 5 ho... The reactants are C(C)(=O)OC(C)C (isopropyl acetate), FC1=C(C=CC=C1)S(=O)(=O)C(F)(F)F (1-fluoro-2-((trifluoromethyl)sulfonyl)benzene), sulfonic acid, isopropyl acetate ice, ClS(=O)(=O)O (Chlorosulfonic acid), S(=O)(Cl)Cl (Thionyl chloride), C(C)(=O)OC(C)C (Isopropyl acetate). Solvent: O (Water). Reaction conditions: temperature 120 celsius, time 22 hour. Yields the product FC1=C(C=C(C=C1)S(=O)(=O)Cl)S(=O)(=O)C(F)(F)F (4-fluoro-3-((trifluoromethyl)sulfonyl)benzenesulfonyl chloride). RXN SMILES: [F:1][C:2]1[CH:7]=[CH:6][CH:5]=[CH:4][C:3]=1[S:8]([C:11]([F:14])([F:13])[F:12])(=[O:10])=[O:9].[Cl:15][S:16](O)(=[O:18])=[O:17].S(Cl)(Cl)=O.C(OC(C)C)(=O)C>O>[F:1][C:2]1[CH:7]=[CH:6][C:5]([S:16]([Cl:15])(=[O:18])=[O:17])=[CH:4][C:3]=1[S:8]([C:11]([F:12])([F:13])[F:14])(=[O:9])=[O:10]. Procedure: EXAMPLE 13 (80 g) was charged to a reactor fitted with overhead stirrer, nitrogen inlet, condenser, scrubber, temperature probe and heating bath. Chlorosulfonic acid (307 g) was added slowly through an additional funnel. The mixture was then heated up to 120° C. and held for 22 hours at 120° C. The mixture was cooled down to room temperature. Thionyl chloride (118 g) was added to the reaction mixture in one portion at ambient temperature. The mixture was stirred at 25° C. for 24 hours. A sample ... Reactants: Cc1cc(C)cc(Sc2[nH]c(=O)[nH]c(=O)c2C(C)C)c1, O=C1c2ccccc2C(=O)c2cc(CCl)ccc21. The product is Cc1cc(C)cc(Sc2c(C(C)C)c(=O)[nH]c(=O)n2Cc2ccc3c(c2)C(=O)c2ccccc2C3=O)c1. RXN SMILES: [CH:1]([CH3:2])([CH3:3])[c:4]1[c:5](=[O:20])[nH:6][c:7](=[O:19])[nH:8][c:9]1[S:10][c:11]1[cH:12][c:13]([CH3:18])[cH:14][c:15]([CH3:17])[cH:16]1.[Cl:21][CH2:22][c:23]1[cH:24][c:25]2[c:34]([cH:35][cH:36]1)[C:33](=[O:37])[c:32]1[c:27]([cH:28][cH:29][cH:30][cH:31]1)[C:26]2=[O:38]>>[CH:1]([CH3:2])([CH3:3])[c:4]1[c:5](=[O:20])[nH:6][c:7](=[O:19])[n:8]([CH2:22][c:23]2[cH:24][c:25]3[c:34]([cH:35][cH:36]2)[C:33](=[O:37])[c:32]2[c:27]([cH:28][cH:29][cH:30][cH:31]2)[C:26]3=[O:38])[c:9]1[S:10][c:11]1[cH:12][c:13]([CH3:18])[cH:14][c:15]([CH3:17])[cH:16]1.